This data is from the Open Reaction Database (ORD), a public repository of structured organic reaction records. The task is: describe an organic reaction: reactants, conditions, products, and yield Reactants: C(C1=CC=CC=C1)P(OCCCC)(=O)CO (benzylhydroxymethylphosphinic acid, n-butyl ester), ClC1=CC=C(C=C1)S(=O)(=O)Cl (4-chlorobenzenesulfonyl chloride). Yields the product C(C1=CC=CC=C1)P(OCCCC)(=O)COS(=O)(=O)C1=CC=C(C=C1)Cl (Benzyl(4-chlorobenzenesulfonyloxymethyl)phosphinic acid, n-butyl ester). RXN SMILES: [CH2:1]([P:8]([CH2:15][OH:16])(=[O:14])[O:9][CH2:10][CH2:11][CH2:12][CH3:13])[C:2]1[CH:7]=[CH:6][CH:5]=[CH:4][CH:3]=1.[Cl:17][C:18]1[CH:23]=[CH:22][C:21]([S:24](Cl)(=[O:26])=[O:25])=[CH:20][CH:19]=1>>[CH2:1]([P:8]([CH2:15][O:16][S:24]([C:21]1[CH:22]=[CH:23][C:18]([Cl:17])=[CH:19][CH:20]=1)(=[O:26])=[O:25])(=[O:14])[O:9][CH2:10][CH2:11][CH2:12][CH3:13])[C:2]1[CH:7]=[CH:6][CH:5]=[CH:4][CH:3]=1. Procedure: The title compound was prepared from benzylhydroxymethylphosphinic acid, n-butyl ester and 4-chlorobenzenesulfonyl chloride according to the method described in Procedure 32. The resulting white solid (mp 87°-88° C.) was used in the next stage without further purification. Isolated yield 24.2%. Procedure details: Using the general method of Example 30 Part D, 4-phenoxy-1-[2-(prop-2-ynyloxy)ethyl]-1H-imidazo[4,5-c]quinoline (3.16 g, 9.20 mmol) was reacted with 2-iodo-N,N-dimethylaniline (2.5 g, 10.1 mmol) to provide a 1.0 g of 1-{2-[(1-methyl-1H-indol-2-yl)methoxy]ethyl }-4-phenoxy-1H-imidazo[4,5-c]quinoline as a pale yellow crystalline solid. The reactants are O(C1=CC=CC=C1)C1=NC=2C=CC=CC2C2=C1N=CN2CCOCC#C (4-phenoxy-1-[2-(prop-2-ynyloxy)ethyl]-1H-imidazo[4,5-c]quinoline), IC1=C(N(C)C)C=CC=C1 (2-iodo-N,N-dimethylaniline). As a reaction SMILES: [O:1]([C:8]1[C:17]2[N:18]=[CH:19][N:20]([CH2:21][CH2:22][O:23][CH2:24][C:25]#[CH:26])[C:16]=2[C:15]2[CH:14]=[CH:13][CH:12]=[CH:11][C:10]=2[N:9]=1)[C:2]1[CH:7]=[CH:6][CH:5]=[CH:4][CH:3]=1.I[C:28]1[CH:36]=[CH:35][CH:34]=[CH:33][C:29]=1[N:30](C)[CH3:31]>>[CH3:31][N:30]1[C:29]2[C:28](=[CH:36][CH:35]=[CH:34][CH:33]=2)[CH:26]=[C:25]1[CH2:24][O:23][CH2:22][CH2:21][N:20]1[C:16]2[C:15]3[CH:14]=[CH:13][CH:12]=[CH:11][C:10]=3[N:9]=[C:8]([O:1][C:2]3[CH:3]=[CH:4][CH:5]=[CH:6][CH:7]=3)[C:17]=2[N:18]=[CH:19]1. Product: CN1C(=CC2=CC=CC=C12)COCCN1C=NC=2C(=NC=3C=CC=CC3C21)OC2=CC=CC=C2 (1-{2-[(1-methyl-1H-indol-2-yl)methoxy]ethyl }-4-phenoxy-1H-imidazo[4,5-c]quinoline). The reactants are CCCCCCCCCC1SC(c2cccnc2)NC1=O, CN(C)CCCl, CN(C)C=O, [Cl-], Cl, [Na+]. The product is CCCCCCCCCC1SC(c2cccnc2)N(CCN(C)C)C1=O. Reaction SMILES: [CH2:8]([CH2:9][CH2:10][CH2:11][CH2:12][CH2:13][CH2:14][CH2:15][CH3:16])[CH:17]1[C:18](=[O:28])[NH:19][CH:20]([c:22]2[cH:23][n:24][cH:25][cH:26][cH:27]2)[S:21]1.[CH3:2][N:3]([CH2:4][CH2:5][Cl:6])[CH3:7].[CH3:31][N:32]([CH3:33])[CH:34]=[O:35].[Cl-:29].[ClH:1].[Na+:30]>>[CH3:2][N:3]([CH2:4][CH2:5][N:19]1[C:18](=[O:28])[CH:17]([CH2:8][CH2:9][CH2:10][CH2:11][CH2:12][CH2:13][CH2:14][CH2:15][CH3:16])[S:21][CH:20]1[c:22]1[cH:23][n:24][cH:25][cH:26][cH:27]1)[CH3:7]. Product: O[C@H]1C[C@H]2CC([C@H]3[C@@H]4CC[C@H]([C@@H](CCC(=O)O)C)[C@]4(CC[C@@H]3[C@]2(CC1)C)C)C (3α-Hydroxy-7ξ-methyl-5β-cholanic acid). The solvent is C(C)(=O)OCC (ethyl acetate). The reagents and catalysts are O=[Pt]=O (PtO2). Reported procedure: The compounds obtained from fractions 2 and 3 from Example 2, above, were dissolved in ethyl acetate and reduced with hydrogen in the presence of a PtO2 catalyst to yield a mixture of 3α-hydroxy-7α-methyl-5β-cholanic acid and 3α-hydroxy-7β-methyl-5β-cholanic acid. As a reaction SMILES: [H][H].[OH:3][C@@H:4]1[CH2:27][CH2:26][C@@:25]2([CH3:28])[C@H:6]([CH2:7][C@@H:8]([CH3:30])[C@@H:9]3[C@@H:24]2[CH2:23][CH2:22][C@@:21]2([CH3:29])[C@H:10]3[CH2:11][CH2:12][C@@H:13]2[C@H:14]([CH3:20])[CH2:15][CH2:16][C:17]([OH:19])=[O:18])[CH2:5]1.O[C@@H]1CC[C@@]2(C)[C@H](C[C@H](C)[C@@H]3[C@@H]2CC[C@@]2(C)[C@H]3CC[C@@H]2[C@H](C)CCC(O)=O)C1>C(OCC)(=O)C.O=[Pt]=O>[OH:3][C@@H:4]1[CH2:27][CH2:26][C@@:25]2([CH3:28])[C@H:6]([CH2:7][CH:8]([CH3:30])[C@@H:9]3[C@@H:24]2[CH2:23][CH2:22][C@@:21]2([CH3:29])[C@H:10]3[CH2:11][CH2:12][C@@H:13]2[C@H:14]([CH3:20])[CH2:15][CH2:16][C:17]([OH:19])=[O:18])[CH2:5]1. Starting materials: [H][H] (hydrogen), O[C@H]1C[C@H]2C[C@H]([C@H]3[C@@H]4CC[C@H]([C@@H](CCC(=O)O)C)[C@]4(CC[C@@H]3[C@]2(CC1)C)C)C (3α-hydroxy-7α-methyl-5β-cholanic acid), O[C@H]1C[C@H]2C[C@@H]([C@H]3[C@@H]4CC[C@H]([C@@H](CCC(=O)O)C)[C@]4(CC[C@@H]3[C@]2(CC1)C)C)C (3α-hydroxy-7β-methyl-5β-cholanic acid). Reactants: C1(CCC1)C(=O)O (cyclobutane carboxylic acid), Cl (HCl), [Li+].CC(C)[N-]C(C)C (LDA), ICC (iodoethane). Run in C1CCOC1 (THF), C1CCOC1 (THF). Reaction conditions: time 8 hour. Yields the product C(C)C1(CCC1)C(=O)O (1-ethylcyclobutanecarboxylic acid). As a reaction SMILES: [Li+].[CH3:2][CH:3]([N-]C(C)C)C.[CH:9]1([C:13]([OH:15])=[O:14])[CH2:12][CH2:11][CH2:10]1.ICC.Cl>C1COCC1>[CH2:2]([C:9]1([C:13]([OH:15])=[O:14])[CH2:12][CH2:11][CH2:10]1)[CH3:3] |f:0.1|. Procedure details: To a solution of LDA (100 ml; 2.0 M THF solution) in THF (100 ml) was added dropwise over a period of 20 minutes under cooling with ice, a solution of cyclobutane carboxylic acid (10 g, 0.1 mol) in THF (15 ml) and the mixture was stirred at RT for 2 h. To the mixture iodoethane (15.6 g, 0.1 mol) was added dropwise and the mixture was stirred at RT overnight. To the reaction mixture was added 2N HCl and the mixture was extracted with ethyl acetate. The organic layer was washed with water and brin... Starting materials: OC(C(=O)C1=CC=C(C=C1)SC)(CC)C ((RS)-2-Hydroxy-1-(4-methylthiophenyl)-2-methyl-1-butanone), OOS(=O)[O-].[K+] (Oxone), C(Cl)Cl (CH2Cl2), OOS(=O)[O-].[K+] (Oxone). Solvent: CO (MeOH), O (H2O). Run at time 8 hour. Product: OC(C(=O)C1=CC=C(C=C1)S(=O)(=O)C)(CC)C ((RS)-2-Hydroxy-1-(4-methanesulfonylphenyl)-2-methyl-1-butanone). Reaction SMILES: [OH:1][C:2]([CH3:15])([CH2:13][CH3:14])[C:3]([C:5]1[CH:10]=[CH:9][C:8](SC)=[CH:7][CH:6]=1)=[O:4].O[O:17][S:18]([O-:20])=O.[K+].[CH2:22](Cl)Cl>CO.O>[OH:1][C:2]([CH3:15])([CH2:13][CH3:14])[C:3]([C:5]1[CH:10]=[CH:9][C:8]([S:18]([CH3:22])(=[O:20])=[O:17])=[CH:7][CH:6]=1)=[O:4] |f:1.2|. Procedure: To a solution of the tertiary alcohol from Step 2 (4.5 g, 20.1 mmol) in CH2Cl2 (100 mL), MeOH (100 mL) and H2O (25 mL) was added Oxone® (9 g). After 3 h at r.t. a second 9 g portion of Oxone® was added and the mixture was stirred overnight at r.t. The solvent was then removed under vacuum, and the residue was partitioned between EtOAc and H2O. The organic phase was washed with H2O and brine, and was then dried (MgSO4), filtered, and evaporated. Purification was effected by flash chromatography (...